Dataset: the Open Reaction Database (ORD), a public repository of structured organic reaction records. Task: describe an organic reaction: reactants, conditions, products, and yield Starting materials: OC=1C=C2C=CC(=CC2=CC1)C(=O)O (6-hydroxy-2-naphthoic acid), Cl (hydrochloric acid), C(CCCCCC)Br (heptyl bromide), O (water). Run in [OH-].[Na+] (sodium hydroxide), CS(=O)C (dimethyl sulfoxide). Run at temperature 80 celsius. Yields the product C(CCCCCC)OC=1C=C2C=CC(=CC2=CC1)C(=O)O (6-heptyloxy-2-naphthoic acid). RXN SMILES: [OH:1][C:2]1[CH:3]=[C:4]2[C:9](=[CH:10][CH:11]=1)[CH:8]=[C:7]([C:12]([OH:14])=[O:13])[CH:6]=[CH:5]2.[CH2:15](Br)[CH2:16][CH2:17][CH2:18][CH2:19][CH2:20][CH3:21].O.Cl>[OH-].[Na+].CS(C)=O>[CH2:15]([O:1][C:2]1[CH:3]=[C:4]2[C:9](=[CH:10][CH:11]=1)[CH:8]=[C:7]([C:12]([OH:14])=[O:13])[CH:6]=[CH:5]2)[CH2:16][CH2:17][CH2:18][CH2:19][CH2:20][CH3:21] |f:4.5|. Reported procedure: A solution of 6-hydroxy-2-naphthoic acid (1.04 g) in a mixture of 10% sodium hydroxide aqueous solution (4.44 ml) and dimethyl sulfoxide (18 ml) was stirred for half an hour at 80° C. Then heptyl bromide (0.872 ml) was added thereto and stirred for 5 hours at 60° C. The reaction mixture was added to water (50 ml) and the mixture was adjusted to pH 3 with conc. hydrochloric acid. The resultant precipitate was collected by filtration and dried to give 6-heptyloxy-2-naphthoic acid (1.39 g). Reactants: FC(COC1=CC=C(C=C1)N1C(C2(CC1)CCC(CC2)=O)=O)(F)F (2-[4-(2,2,2-Trifluoro-ethoxy)-phenyl]-2-aza-spiro[4.5]decane-1,8-dione), C(CC)[Mg]Cl (propylmagnesium chloride). Reaction SMILES: [F:1][C:2]([F:24])([F:23])[CH2:3][O:4][C:5]1[CH:10]=[CH:9][C:8]([N:11]2[CH2:15][CH2:14][C:13]3([CH2:20][CH2:19][C:18](=[O:21])[CH2:17][CH2:16]3)[C:12]2=[O:22])=[CH:7][CH:6]=1.[CH2:25]([Mg]Cl)[CH2:26][CH3:27]>>[OH:21][C:18]1([CH2:25][CH2:26][CH3:27])[CH2:17][CH2:16][C:13]2([C:12](=[O:22])[N:11]([C:8]3[CH:9]=[CH:10][C:5]([O:4][CH2:3][C:2]([F:1])([F:23])[F:24])=[CH:6][CH:7]=3)[CH2:15][CH2:14]2)[CH2:20][CH2:19]1. Yields the product OC1(CCC2(CCN(C2=O)C2=CC=C(C=C2)OCC(F)(F)F)CC1)CCC (8-Hydroxy-8-propyl-2-[4-(2,2,2-trifluoro-ethoxy)-phenyl]-2-aza-spiro[4.5]decan-1-one). Procedure: The title compound was prepared in analogy to example 55 from 2-[4-(2,2,2-trifluoro-ethoxy)-phenyl]-2-aza-spiro[4.5]decane-1,8-dione (obtained in example 86, step 1) by reaction with propylmagnesium chloride (2M in diethyl ether). MS (m/e): 368.2 [(M-H2O)H+]. Yield: 11.8%. Procedure: By reaction and treatment in the same manner as in Example 201 and using 1-acetyl-3-{5-chloro-2-[4-(3,5-dimethylpyridin-2-yl)piperazine-1-carbonyl]phenyl}imidazolidin-2-one (519 mg) described in Preparation Example 126 and (R)-4-methyloxazolidin-2-one (115 mg) described in Preparation Example 25, the title compound (69.9 mg) was obtained. Product: C(C)(=O)N1C(N(CC1)C=1C=C(C=CC1C(=O)N1CCN(CC1)C1=NC=C(C=C1C)C)N1C(OC[C@H]1C)=O)=O ((R)-3-{3-(3-acetyl-2-oxoimidazolidin-1-yl)-4-[4-(3,5-dimethylpyridin-2-yl)piperazine-1-carbonyl]phenyl}-4-methyloxazolidin-2-one). The reactants are C(C)(=O)N1C(N(CC1)C1=C(C=CC(=C1)Cl)C(=O)N1CCN(CC1)C1=NC=C(C=C1C)C)=O (1-acetyl-3-{5-chloro-2-[4-(3,5-dimethylpyridin-2-yl)piperazine-1-carbonyl]phenyl}imidazolidin-2-one), C[C@H]1NC(OC1)=O ((R)-4-methyloxazolidin-2-one). As a reaction SMILES: [C:1]([N:4]1[CH2:8][CH2:7][N:6]([C:9]2[CH:14]=[C:13](Cl)[CH:12]=[CH:11][C:10]=2[C:16]([N:18]2[CH2:23][CH2:22][N:21]([C:24]3[C:29]([CH3:30])=[CH:28][C:27]([CH3:31])=[CH:26][N:25]=3)[CH2:20][CH2:19]2)=[O:17])[C:5]1=[O:32])(=[O:3])[CH3:2].[CH3:33][C@@H:34]1[CH2:38][O:37][C:36](=[O:39])[NH:35]1>>[C:1]([N:4]1[CH2:8][CH2:7][N:6]([C:9]2[CH:14]=[C:13]([N:35]3[C@H:34]([CH3:33])[CH2:38][O:37][C:36]3=[O:39])[CH:12]=[CH:11][C:10]=2[C:16]([N:18]2[CH2:23][CH2:22][N:21]([C:24]3[C:29]([CH3:30])=[CH:28][C:27]([CH3:31])=[CH:26][N:25]=3)[CH2:20][CH2:19]2)=[O:17])[C:5]1=[O:32])(=[O:3])[CH3:2]. Starting materials: quaternary ammonium iodide, C1(CCCCC1)N1CCCC1 (N-cyclohexylpyrrolidine), C(CCC)I (butyl iodide), C(CCC)I (butyl iodide), C([O-])(O)=O.[K+] (potassium bicarbonate). The solvent is CO (methanol). Conditions: time 48 hour. Yields the product [I-].C(CCC)[N+]1(CCCC1)C1CCCCC1 (N-butyl-N-cyclohexylpyrrolidinium Iodide). Yield: 86.4%. As a reaction SMILES: [CH:1]1([N:7]2[CH2:11][CH2:10][CH2:9][CH2:8]2)[CH2:6][CH2:5][CH2:4][CH2:3][CH2:2]1.[CH2:12]([I:16])[CH2:13][CH2:14][CH3:15].C(=O)(O)[O-].[K+]>CO>[I-:16].[CH2:12]([N+:7]1([CH:1]2[CH2:6][CH2:5][CH2:4][CH2:3][CH2:2]2)[CH2:11][CH2:10][CH2:9][CH2:8]1)[CH2:13][CH2:14][CH3:15] |f:2.3,5.6|. Reported procedure: To a solution of 50 gm (0.326 mole) of N-cyclohexylpyrrolidine in 600 ml anhydrous methanol, 120 gm (0.652 mole) of butyl iodide is added. The reaction is mechanically stirred for 48 hours at room temperature. Then, an additional equivalent of butyl iodide and one equivalent (33.7 gm; 0.326 mole) of potassium bicarbonate are added and the reaction is stirred at refluxing temperature for 72 hours. The reaction mixture is concentrated under reduced pressure on a rotary evaporator to give an off-wh... Starting materials: C(C1=CC=CC=C1)N (benzylamine), O1CCOC12CCC(CC2)=O (1,4-dioxaspiro[4.5]decan-8-one). Run in ClCCl (dichloromethane). Conditions: time 16 hour. Product: C(C1=CC=CC=C1)N=C1CCC2(OCCO2)CC1 (Benzyl-(1,4-dioxaspiro[4.5]dec-8-ylidene)amine). Reaction SMILES: [CH2:1]([NH2:8])[C:2]1[CH:7]=[CH:6][CH:5]=[CH:4][CH:3]=1.[O:9]1[C:13]2([CH2:18][CH2:17][C:16](=O)[CH2:15][CH2:14]2)[O:12][CH2:11][CH2:10]1>ClCCl>[CH2:1]([N:8]=[C:16]1[CH2:17][CH2:18][C:13]2([O:12][CH2:11][CH2:10][O:9]2)[CH2:14][CH2:15]1)[C:2]1[CH:7]=[CH:6][CH:5]=[CH:4][CH:3]=1. Procedure details: 4 Å molecular sieve (20 g) and benzylamine (8.90 g, 83 mmol) were added to a solution of 1,4-dioxaspiro[4.5]decan-8-one (10.0 g, 64 mmol) in dichloromethane (100 ml), and the reaction mixture was stirred for 16 h at room temperature. The suspension was then filtered and the filtrate was concentrated in vacuo.